From a dataset of the Open Reaction Database (ORD), a public repository of structured organic reaction records. describe an organic reaction: reactants, conditions, products, and yield Reaction SMILES: [Cl:1][C:2]([Cl:33])([Cl:32])[CH2:3][O:4][C:5]([C@@H:7]1[CH2:12][CH2:11][CH2:10][N:9]([C:13](=[O:31])[C@@H:14]([NH:16][C:17](=[O:30])[C@@H:18]([NH:22]C(OC(C)(C)C)=O)[CH:19]([CH3:21])[CH3:20])[CH3:15])[NH:8]1)=[O:6].C[Si](OS(C(F)(F)F)(=O)=O)(C)C>ClCCl>[Cl:32][C:2]([Cl:1])([Cl:33])[CH2:3][O:4][C:5]([C@@H:7]1[CH2:12][CH2:11][CH2:10][N:9]([C:13](=[O:31])[C@@H:14]([NH:16][C:17](=[O:30])[C@@H:18]([NH2:22])[CH:19]([CH3:21])[CH3:20])[CH3:15])[NH:8]1)=[O:6]. Reactants: ClC(COC(=O)[C@H]1NN(CCC1)C([C@H](C)NC([C@H](C(C)C)NC(=O)OC(C)(C)C)=O)=O)(Cl)Cl ((S)-1-[(S)-2-((S)-2-tert-butoxycarbonylamino-3-methyl-butyrylamino)-propionyl]-hexahydro-pyridazine-3-carboxylic acid 2,2,2-trichloro-ethyl ester), C[Si](C)(C)OS(=O)(=O)C(F)(F)F (trimethylsilyl-trifluoromethanesulfonate). Procedure details: A solution of (S)-1-[(S)-2-((S)-2-tert-butoxycarbonylamino-3-methyl-butyrylamino)-propionyl]-hexahydro-pyridazine-3-carboxylic acid 2,2,2-trichloro-ethyl ester (285.0 mg, 0.536 mmol) in dichloromethane (15 mL) at 0° C. was treated with trimethylsilyl-trifluoromethanesulfonate (200 μL, 1.072 mmol). After stirring at 0° C. for 45 min, the reaction was quenched with a saturated solution of sodium bicarbonate. The aqueous layer was extracted with dichloromethane. The combined organics were filtered ... Conditions: temperature 0 celsius, time 45 minute. Product: ClC(COC(=O)[C@H]1NN(CCC1)C([C@H](C)NC([C@H](C(C)C)N)=O)=O)(Cl)Cl ((S)-1-[(S)-2-((S)-2-amino-3-methyl-butyrylamino)-propionyl]-hexahydro-pyridazine-3-carboxylic acid 2,2,2-trichloro-ethyl ester). The solvent is ClCCl (dichloromethane). The reactants are [H-].[Na+] (sodium hydride), [H-].[Na+] (sodium hydride), [Cl-].[NH4+] (ammonium chloride), BrCCOC(C1=CC=CC=C1)(C1=CC=CC=C1)C1=CC=CC=C1 (1-bromo-2-triphenylmethoxyethane), C(P(OC(C)C)(OC(C)C)=O)P(OC(C)C)(OC(C)C)=O (tetraisopropyl methylenebisphosphonate). The solvent is C(C)(=O)OCC (ethyl acetate), C1(=CC=CC=C1)C (toluene), C1(=CC=CC=C1)C (toluene). Run at temperature 120 celsius, time 7 hour. Product: C(C)(C)OP(=O)(C(CCOC(C1=CC=CC=C1)(C1=CC=CC=C1)C1=CC=CC=C1)P(=O)(OC(C)C)OC(C)C)OC(C)C (1,1-bis(diisopropoxyphosphinoyl)-3-triphenylmethoxypropane). Yield: 77.4%. As a reaction SMILES: [H-].[Na+].Br[CH2:4][CH2:5][O:6][C:7]([C:20]1[CH:25]=[CH:24][CH:23]=[CH:22][CH:21]=1)([C:14]1[CH:19]=[CH:18][CH:17]=[CH:16][CH:15]=1)[C:8]1[CH:13]=[CH:12][CH:11]=[CH:10][CH:9]=1.[CH2:26]([P:37](=[O:46])([O:42][CH:43]([CH3:45])[CH3:44])[O:38][CH:39]([CH3:41])[CH3:40])[P:27](=[O:36])([O:32][CH:33]([CH3:35])[CH3:34])[O:28][CH:29]([CH3:31])[CH3:30].[Cl-].[NH4+]>C1(C)C=CC=CC=1.C(OCC)(=O)C>[CH:39]([O:38][P:37]([O:42][CH:43]([CH3:45])[CH3:44])([CH:26]([P:27]([O:32][CH:33]([CH3:35])[CH3:34])([O:28][CH:29]([CH3:30])[CH3:31])=[O:36])[CH2:4][CH2:5][O:6][C:7]([C:20]1[CH:25]=[CH:24][CH:23]=[CH:22][CH:21]=1)([C:14]1[CH:19]=[CH:18][CH:17]=[CH:16][CH:15]=1)[C:8]1[CH:13]=[CH:12][CH:11]=[CH:10][CH:9]=1)=[O:46])([CH3:41])[CH3:40] |f:0.1,4.5|. Reported procedure: Under a nitrogen atmosphere, 60% sodium hydride (200 mg), 1-bromo-2-triphenylmethoxyethane (1.84 g) and tetraisopropyl methylenebisphosphonate (1.72 g) were suspended in toluene (5 ml), and the resulting suspension was stirred at 120° C. for 7 hours. The reaction mixture was diluted with toluene, and then a saturated aqueous ammonium chloride solution was added thereto to decompose the excess sodium hydride. Then, ethyl acetate was added thereto to effect separation, and the organic layer was dr... Starting materials: ClC1=C(N=CC(=N1)N1[C@@H]([C@@H](CCC1)NC(N(C)C)=O)C)C#N (3-((2R,3R)-1-(6-chloro-5-cyanopyrazin-2-yl)-2-methylpiperidin-3-yl)-1,1-dimethylurea), Cl.NC1=CC=C(C=C1)C1(CCN(CC1)C1CCCC1)C#N (4-(4-aminophenyl)-1-cyclopentylpiperidine-4-carbonitrile hydrochloride), C([O-])([O-])=O.[Cs+].[Cs+] (cesium carbonate), C=1C=CC(=CC1)P(C=2C=CC=CC2)C3=CC=C4C=CC=CC4=C3C5=C6C=CC=CC6=CC=C5P(C=7C=CC=CC7)C=8C=CC=CC8 (BINAP). Reagents/catalysts: CC(=O)[O-].CC(=O)[O-].[Pd+2] (Pd(OAc)2). Run in O1CCOCC1 (dioxane). Reaction conditions: temperature 115 celsius, time 2.5 hour. The product is C(#N)C=1N=CC(=NC1NC1=CC=C(C=C1)C1(CCN(CC1)C1CCCC1)C#N)N1[C@@H]([C@@H](CCC1)NC(N(C)C)=O)C (3-((2R,3R)-1-(5-cyano-6-(4-(4-cyano-1-cyclopentylpiperidin-4-yl)phenylamino)pyrazin-2-yl)-2-methylpiperidin-3-yl)-1,1-dimethylurea). As a reaction SMILES: Cl[C:2]1[N:7]=[C:6]([N:8]2[CH2:13][CH2:12][CH2:11][C@@H:10]([NH:14][C:15](=[O:19])[N:16]([CH3:18])[CH3:17])[C@H:9]2[CH3:20])[CH:5]=[N:4][C:3]=1[C:21]#[N:22].Cl.[NH2:24][C:25]1[CH:30]=[CH:29][C:28]([C:31]2([C:42]#[N:43])[CH2:36][CH2:35][N:34]([CH:37]3[CH2:41][CH2:40][CH2:39][CH2:38]3)[CH2:33][CH2:32]2)=[CH:27][CH:26]=1.C(=O)([O-])[O-].[Cs+].[Cs+].C1C=CC(P(C2C(C3C(P(C4C=CC=CC=4)C4C=CC=CC=4)=CC=C4C=3C=CC=C4)=C3C(C=CC=C3)=CC=2)C2C=CC=CC=2)=CC=1>O1CCOCC1.CC([O-])=O.CC([O-])=O.[Pd+2]>[C:21]([C:3]1[N:4]=[CH:5][C:6]([N:8]2[CH2:13][CH2:12][CH2:11][C@@H:10]([NH:14][C:15](=[O:19])[N:16]([CH3:18])[CH3:17])[C@H:9]2[CH3:20])=[N:7][C:2]=1[NH:24][C:25]1[CH:30]=[CH:29][C:28]([C:31]2([C:42]#[N:43])[CH2:36][CH2:35][N:34]([CH:37]3[CH2:41][CH2:40][CH2:39][CH2:38]3)[CH2:33][CH2:32]2)=[CH:27][CH:26]=1)#[N:22] |f:1.2,3.4.5,8.9.10|. Reported procedure: The mixture of 3-((2R,3R)-1-(6-chloro-5-cyanopyrazin-2-yl)-2-methylpiperidin-3-yl)-1,1-dimethylurea (326) (100 mg, 0.31 mmol), 4-(4-aminophenyl)-1-cyclopentylpiperidine-4-carbonitrile hydrochloride (350) (114 mg, 0.37 mmol), fine-powder cesium carbonate (400 mg, 1.24 mmol), Pd(OAc)2 (22 mg, 0.1 mmol), BINAP (62 mg, 0.1 mmol) in 20 mL dioxane was degassed with nitrogen stream for 3 min. It was then stirred in 115° C. bath in nitrogen atmosphere for 2.5 hours. The mixture was cooled to RT, diluted...